describe an organic reaction: reactants, conditions, products, and yield From a dataset of the Open Reaction Database (ORD), a public repository of structured organic reaction records. Reactants: Cl (HCl), [Br-].C(CCCC)[P+](C1=CC=CC=C1)(C1=CC=CC=C1)C1=CC=CC=C1 (pentyl triphenylphosphonium bromide), [Li]N([Si](C)(C)C)[Si](C)(C)C (LiN(SiMe3)2), C(C=1C(O)=CC=CC1)=O (Salicylaldehyde). The solvent is C1CCOC1 (THF), O (water). Run at time 1 hour. The product is C(=CCCCC)C1=C(C=CC=C1)O (2-(1-hexenyl)phenol). Yield: 88.3%. As a reaction SMILES: [Br-].[CH2:2]([P+](C1C=CC=CC=1)(C1C=CC=CC=1)C1C=CC=CC=1)[CH2:3][CH2:4][CH2:5][CH3:6].[Li]N([Si](C)(C)C)[Si](C)(C)C.[CH:36](=O)[C:37]1[C:38](=[CH:40][CH:41]=[CH:42][CH:43]=1)[OH:39].Cl>O.C1COCC1>[CH:36]([C:37]1[CH:43]=[CH:42][CH:41]=[CH:40][C:38]=1[OH:39])=[CH:2][CH2:3][CH2:4][CH2:5][CH3:6] |f:0.1|. Reported procedure: To a stirred suspension of pentyl triphenylphosphonium bromide (10.4 g, 25.2 mM) in freshly distilled THF (40 ml) was added LiN(SiMe3)2 (1M in THF, 50 ml). The reaction was stirred at ambient temperature for 1 hour. Salicylaldehyde (2.8 g, 22.9 mM) was added to the reaction mixture which was stirred at ambient temperature for 60 hours. The reaction was then treated with water, the pH adjusted with 1N aqueous HCl to pH7 and extracted twice with ethyl acetate. The organic layers were combined, dri... Starting materials: CCOC(=O)C(CCBr)NC(=O)OCc1ccccc1, O=C([O-])[O-], CC#N, [Cs+], [Cs+], OCCCc1ccc(O)cc1. Yields the product CCOC(=O)C(CCOc1ccc(CCCO)cc1)NC(=O)OCc1ccccc1. RXN SMILES: [Br:12][CH2:13][CH2:14][CH:15]([C:16](=[O:17])[O:18][CH2:19][CH3:20])[NH:21][C:22](=[O:23])[O:24][CH2:25][c:26]1[cH:27][cH:28][cH:29][cH:30][cH:31]1.[C:32](=[O:33])([O-:34])[O-:35].[CH3:38][C:39]#[N:40].[Cs+:36].[Cs+:37].[OH:1][c:2]1[cH:3][cH:4][c:5]([CH2:8][CH2:9][CH2:10][OH:11])[cH:6][cH:7]1>>[O:1]([c:2]1[cH:3][cH:4][c:5]([CH2:8][CH2:9][CH2:10][OH:11])[cH:6][cH:7]1)[CH2:13][CH2:14][CH:15]([C:16](=[O:17])[O:18][CH2:19][CH3:20])[NH:21][C:22](=[O:23])[O:24][CH2:25][c:26]1[cH:27][cH:28][cH:29][cH:30][cH:31]1.